This data is from the Open Reaction Database (ORD), a public repository of structured organic reaction records. The task is: describe an organic reaction: reactants, conditions, products, and yield Starting materials: CCB(CC)c1cccnc1, COCCOC, COC(=O)C(Cc1ccc(I)cc1)NC(=O)OC(C)(C)C, [Na+], [Na+], O=C([O-])[O-], c1ccc(P(c2ccccc2)(c2ccccc2)[Pd](P(c2ccccc2)(c2ccccc2)c2ccccc2)(P(c2ccccc2)(c2ccccc2)c2ccccc2)P(c2ccccc2)(c2ccccc2)c2ccccc2)cc1. Yields the product COC(=O)C(Cc1ccc(-c2cccnc2)cc1)NC(=O)OC(C)(C)C. RXN SMILES: [CH2:28]([B:29]([CH2:30][CH3:37])[c:31]1[cH:32][n:33][cH:34][cH:35][cH:36]1)[CH3:38].[CH2:39]([CH2:40][O:41][CH3:42])[O:43][CH3:44].[CH3:1][O:2][C:3]([CH:4]([NH:5][C:6](=[O:7])[O:8][C:9]([CH3:10])([CH3:11])[CH3:12])[CH2:13][c:14]1[cH:15][cH:16][c:17]([I:20])[cH:18][cH:19]1)=[O:21].[Na+:22].[Na+:23].[O-:24][C:25](=[O:26])[O-:27].[cH:45]1[cH:46][cH:47][c:48]([P:49]([Pd:50]([P:51]([c:52]2[cH:53][cH:54][cH:55][cH:56][cH:57]2)([c:58]2[cH:59][cH:60][cH:61][cH:62][cH:63]2)[c:64]2[cH:65][cH:66][cH:67][cH:68][cH:69]2)([P:70]([c:71]2[cH:72][cH:73][cH:74][cH:75][cH:76]2)([c:77]2[cH:78][cH:79][cH:80][cH:81][cH:82]2)[c:83]2[cH:84][cH:85][cH:86][cH:87][cH:88]2)[P:89]([c:90]2[cH:91][cH:92][cH:93][cH:94][cH:95]2)([c:96]2[cH:97][cH:98][cH:99][cH:100][cH:101]2)[c:102]2[cH:103][cH:104][cH:105][cH:106][cH:107]2)([c:108]2[cH:109][cH:110][cH:111][cH:112][cH:113]2)[c:114]2[cH:115][cH:116][cH:117][cH:118][cH:119]2)[cH:120][cH:121]1>>[CH3:1][O:2][C:3]([CH:4]([NH:5][C:6](=[O:7])[O:8][C:9]([CH3:10])([CH3:11])[CH3:12])[CH2:13][c:14]1[cH:15][cH:16][c:17](-[c:31]2[cH:32][n:33][cH:34][cH:35][cH:36]2)[cH:18][cH:19]1)=[O:21].